From a dataset of the Open Reaction Database (ORD), a public repository of structured organic reaction records. describe an organic reaction: reactants, conditions, products, and yield The reactants are COC1=CC=C(OC2=CC3=C(NC(CO3)=O)C=C2)C=C1 (7-(4-methoxyphenoxy)-2H-1,4-benzoxazin-3(4H)-one), B(Br)(Br)Br (BBr3). The solvent is C(Cl)Cl (CH2Cl2). Reaction conditions: time 3 hour. Yields the product OC1=CC=C(OC2=CC3=C(NC(CO3)=O)C=C2)C=C1 (7-(4-hydroxyphenoxy)-2H-1,4-benzoxazin-3(4H)-one), solid. The yield is 75.0%. RXN SMILES: C[O:2][C:3]1[CH:20]=[CH:19][C:6]([O:7][C:8]2[CH:18]=[CH:17][C:11]3[NH:12][C:13](=[O:16])[CH2:14][O:15][C:10]=3[CH:9]=2)=[CH:5][CH:4]=1.B(Br)(Br)Br>C(Cl)Cl>[OH:2][C:3]1[CH:20]=[CH:19][C:6]([O:7][C:8]2[CH:18]=[CH:17][C:11]3[NH:12][C:13](=[O:16])[CH2:14][O:15][C:10]=3[CH:9]=2)=[CH:5][CH:4]=1. Reported procedure: A solution of 7-(4-methoxyphenoxy)-2H-1,4-benzoxazin-3(4H)-one (120 mg; 0.44 mmol) in CH2Cl2 (1 ml) was treated with BBr3 (332 mg; 1.33 mmol). The mixture was stirred at room temperature for 3 hours. After evaporation to dryness the residue was taken up in EtOAc and water. The organic phase was washed with brine and dried over MgSO4. The residue (110 mg) was triturated with EtOAc, filtered and dried to give 7-(4-hydroxyphenoxy)-2H-1,4-benzoxazin-3(4H)-one as a biege solid (85 mg), Melting point ...